This data is from the Open Reaction Database (ORD), a public repository of structured organic reaction records. The task is: describe an organic reaction: reactants, conditions, products, and yield The reactants are COC1=CC2=CC=C(C=C2C=C1)C1=CC(=CC=C1)OC (2-methoxy-6-(3-methoxyphenyl)naphthalene), Cl.[NH+]1=CC=CC=C1 (pyridinium HCl). Product: OC=1C=C(C=CC1)C=1C=C2C=CC(=CC2=CC1)O (6-(3-Hydroxyphenyl)-2-naphthol). RXN SMILES: C[O:2][C:3]1[CH:12]=[CH:11][C:10]2[C:5](=[CH:6][CH:7]=[C:8]([C:13]3[CH:18]=[CH:17][CH:16]=[C:15]([O:19]C)[CH:14]=3)[CH:9]=2)[CH:4]=1.Cl.[NH+]1C=CC=CC=1>>[OH:19][C:15]1[CH:14]=[C:13]([C:8]2[CH:9]=[C:10]3[C:5](=[CH:6][CH:7]=2)[CH:4]=[C:3]([OH:2])[CH:12]=[CH:11]3)[CH:18]=[CH:17][CH:16]=1 |f:1.2|. Reported procedure: The title compound was prepared by reacting 2-methoxy-6-(3-methoxyphenyl)naphthalene (0.51 g, 1.90 mmol) with pyridinium HCl (6 g) at 190° C. according to method B to yield 0.21 g (47%) of an off white solid: mp 192-194° C.; 1H NMR (DMSO-d6): δ 6.75-6.78 (1H, m), 7.10-7.14 (3H, m), 7.16-7.18 (1H, m), 7.65 (1H, dd, J=1.79 Hz, J=8.57 Hz), 7.75 (1H, d, J=8.77 Hz), 7.84 (1H, d, J=8.77 Hz), 8.01 (1H, d, J=1.59 Hz), 9.51 (1H, s), 9.78, (1H, s); MS (ESI) m/z 235 (M−H)−. Anal. for C16H12O2: